This data is from the Open Reaction Database (ORD), a public repository of structured organic reaction records. The task is: describe an organic reaction: reactants, conditions, products, and yield Starting materials: C(C)(C)(C)OC(NC(=N)C=1SC(=C(C1)S(=O)(=O)C=1C=C(C=CC1)C1=C(C=CC=C1C)N)SC)=O ({[4-(2′-Amino-6′-methyl-biphenyl-3-sulfonyl)-5-methylsulfanyl-thiophen-2-yl]-imino-methyl}-carbamic acid tert-butyl ester), 3-chlorocaxbonyl-propionic acid ethyl ester, C1CCOC1 (THF), CCOC(=O)C (EtOAc). Run at temperature 50 celsius. Yields the product C(C)OC(CCC(=O)NC1=C(C(=CC=C1)C)C1=CC(=CC=C1)S(=O)(=O)C1=C(SC(=C1)C(=N)NC(=O)OC(C)(C)C)SC)=O (N-{3′-[5-(tert-Butoxycarbonylamino-imino-methyl)-2-methylsulfanyl-thiophene-3-sulfonyl]-6-methyl-biphenyl-2-yl}-succinamic acid ethyl ester). As a reaction SMILES: [C:1]([O:5][C:6](=[O:34])[NH:7][C:8]([C:10]1[S:11][C:12]([S:32][CH3:33])=[C:13]([S:15]([C:18]2[CH:19]=[C:20]([C:24]3[C:29]([CH3:30])=[CH:28][CH:27]=[CH:26][C:25]=3[NH2:31])[CH:21]=[CH:22][CH:23]=2)(=[O:17])=[O:16])[CH:14]=1)=[NH:9])([CH3:4])([CH3:3])[CH3:2].C1C[O:38][CH2:37][CH2:36]1.[CH3:40][CH2:41][O:42][C:43]([CH3:45])=[O:44]>>[CH2:41]([O:42][C:43](=[O:44])[CH2:45][CH2:36][C:37]([NH:31][C:25]1[CH:26]=[CH:27][CH:28]=[C:29]([CH3:30])[C:24]=1[C:20]1[CH:21]=[CH:22][CH:23]=[C:18]([S:15]([C:13]2[CH:14]=[C:10]([C:8]([NH:7][C:6]([O:5][C:1]([CH3:4])([CH3:3])[CH3:2])=[O:34])=[NH:9])[S:11][C:12]=2[S:32][CH3:33])(=[O:17])=[O:16])[CH:19]=1)=[O:38])[CH3:40]. Procedure details: {[4-(2′-Amino-6′-methyl-biphenyl-3-sulfonyl)-5-methylsulfanyl-thiophen-2-yl]-imino-methyl}-carbamic acid tert-butyl ester (38.5 mg, 0.07 mmol, Example 25: step c) and 3-chlorocaxbonyl-propionic acid ethyl ester (13 μL, 0.09 mmol) were dissolved into THF (1 mL) and heated to 50° C. for one hour. The reaction was dissolved into EtOAc and washed with brine. The combined organic layers were dried, (MgSO4) and the solvents were removed in vacuo. Purification by preparative TLC (30% EtOAc/hexanes) yie... The reactants are BrCC(=O)[C@](N)(CC1=CNC2=CC=CC=C12)C(=O)O ((+-)-α-(bromoacetyl)tryptophan), O1CCCC1 (tetrahydrofuran), C1(=CC=CC=C1)N1CCNCC1 (4-phenylpiperazine), C1(=CC=CC=C1)N1CCNCC1 (4-phenylpiperazine). Run at time 18 hour. Product: N1C=C(C2=CC=CC=C12)CC(C(=O)O)NC(CN1CCN(CC1)C1=CC=CC=C1)=O (3-(1H-indol-3-yl)-2-[(4-phenylpiperazin-1-yl)acetamido]propanoic acid). RXN SMILES: BrCC([C@@:5]([C:17]([OH:19])=[O:18])([CH2:7][C:8]1[C:16]2[C:11](=[CH:12][CH:13]=[CH:14][CH:15]=2)[NH:10][CH:9]=1)[NH2:6])=O.[C:20]1([N:26]2[CH2:31][CH2:30][NH:29][CH2:28][CH2:27]2)[CH:25]=[CH:24][CH:23]=[CH:22][CH:21]=1.[O:32]1CC[CH2:34][CH2:33]1>>[NH:10]1[C:11]2[C:16](=[CH:15][CH:14]=[CH:13][CH:12]=2)[C:8]([CH2:7][CH:5]([NH:6][C:33](=[O:32])[CH2:34][N:29]2[CH2:30][CH2:31][N:26]([C:20]3[CH:25]=[CH:24][CH:23]=[CH:22][CH:21]=3)[CH2:27][CH2:28]2)[C:17]([OH:19])=[O:18])=[CH:9]1. Procedure: In 200 ml of tetrahydrofuran in a 500 ml round bottom flask under a nitrogen atmosphere was added (+-)-α-(bromoacetyl)tryptophan (3.25 mg, 0.01 mol), followed by 4-phenylpiperazine (3.24 mg, 3.1 ml, 0.02 mol), added portionwise over five minutes. Three minutes after addition of the 4-phenylpiperazine, a precipitate formed. The reaction mixture was stirred at room temperature for about 18 hours. The reactants are C(C)O (Ethanol), COCCOC=1C=C2C=C(NC2=CC1)C(=O)OCC (Ethyl 5-(2-methoxyethoxy)-1H-indole-2-carboxylate), O[Li].O (LiOH•H2O). Run in O (water), C1CCOC1 (THF), O (water). Run at time 16 hour. The product is COCCOC=1C=C2C=C(NC2=CC1)C(=O)O (5-(2-methoxyethoxy)-1H-indole-2-carboxylic acid). The yield is 97.3%. Reaction SMILES: [CH3:1][O:2][CH2:3][CH2:4][O:5][C:6]1[CH:7]=[C:8]2[C:12](=[CH:13][CH:14]=1)[NH:11][C:10]([C:15]([O:17]CC)=[O:16])=[CH:9]2.O[Li].O.C(O)C>C1COCC1.O>[CH3:1][O:2][CH2:3][CH2:4][O:5][C:6]1[CH:7]=[C:8]2[C:12](=[CH:13][CH:14]=1)[NH:11][C:10]([C:15]([OH:17])=[O:16])=[CH:9]2 |f:1.2|. Procedure details: Ethyl 5-(2-methoxyethoxy)-1H-indole-2-carboxylate (2.0 g, 7.4 mmol) in THF (20 ml) was treated with a solution of LiOH•H2O (0.62 g, 14.8 mmol) in water (10 ml). Ethanol was added until a homogenous solution formed and stirring was continued for 16 h. The reaction mixture was diluted with water (50 ml) and the organic solvents were removed in vacuo. The pH was adjusted to 4 with 1M aqueous HCl and the aqueous solution was extracted with dichloromethane. The combined organic extracts were washed w... The reactants are Cc1cc(Br)ncc1C(Sc1ccc(C(F)(F)F)nc1)c1c(F)ccc(F)c1F, [Li]CCCC, CN(C)C=O, Cc1ccccc1, CCCCCC, [Cl-], ClCCl, [NH4+], O. Product: Cc1cc(C=O)ncc1C(Sc1ccc(C(F)(F)F)nc1)c1c(F)ccc(F)c1F. Reaction SMILES: [Br:1][c:2]1[n:3][cH:4][c:5]([CH:9]([c:10]2[c:11]([F:18])[c:12]([F:17])[cH:13][cH:14][c:15]2[F:16])[S:19][c:20]2[cH:21][n:22][c:23]([C:26]([F:27])([F:28])[F:29])[cH:24][cH:25]2)[c:6]([CH3:8])[cH:7]1.[CH2:30]([Li:31])[CH2:32][CH2:33][CH3:34].[CH3:35][N:36]([CH:37]=[O:38])[CH3:39].[CH3:42][c:43]1[cH:44][cH:45][cH:46][cH:47][cH:48]1.[CH3:53][CH2:54][CH2:55][CH2:56][CH2:57][CH3:58].[Cl-:40].[Cl:50][CH2:51][Cl:52].[NH4+:41].[OH2:49]>>[c:2]1([CH:37]=[O:38])[n:3][cH:4][c:5]([CH:9]([c:10]2[c:11]([F:18])[c:12]([F:17])[cH:13][cH:14][c:15]2[F:16])[S:19][c:20]2[cH:21][n:22][c:23]([C:26]([F:27])([F:28])[F:29])[cH:24][cH:25]2)[c:6]([CH3:8])[cH:7]1. Product: Cl, COc1cc2ncnc(Nc3c(F)cc(Br)cc3F)c2cc1OC. As a reaction SMILES: [Br:17][c:18]1[cH:19][c:20]([F:26])[c:21]([NH2:22])[c:23]([F:25])[cH:24]1.[CH:27]([OH:28])([CH3:29])[CH3:30].[Cl:2][c:3]1[n:4][cH:5][n:6][c:7]2[cH:8][c:9]([O:15][CH3:16])[c:10]([O:13][CH3:14])[cH:11][c:12]12.[ClH:1]>>[ClH:2].[c:3]1([NH:22][c:21]2[c:20]([F:26])[cH:19][c:18]([Br:17])[cH:24][c:23]2[F:25])[n:4][cH:5][n:6][c:7]2[cH:8][c:9]([O:15][CH3:16])[c:10]([O:13][CH3:14])[cH:11][c:12]12. Reactants: Nc1c(F)cc(Br)cc1F, CC(C)O, COc1cc2ncnc(Cl)c2cc1OC, Cl. The reactants are BrC1=C(C=CC=C1)C1=CC=C(C=O)C=C1 (4-(2'-bromophenyl)benzaldehyde), [BH4-].[Na+] (sodium borohydride). Run in C(C)O (ethanol). Conditions: time 1 hour. The product is BrC1=C(C=CC=C1)C1=CC=C(CO)C=C1 (4-(2'-Bromophenyl)benzyl alcohol). RXN SMILES: [Br:1][C:2]1[CH:7]=[CH:6][CH:5]=[CH:4][C:3]=1[C:8]1[CH:15]=[CH:14][C:11]([CH:12]=[O:13])=[CH:10][CH:9]=1.[BH4-].[Na+]>C(O)C>[Br:1][C:2]1[CH:7]=[CH:6][CH:5]=[CH:4][C:3]=1[C:8]1[CH:9]=[CH:10][C:11]([CH2:12][OH:13])=[CH:14][CH:15]=1 |f:1.2|. Reported procedure: To a solution of 4-(2'-bromophenyl)benzaldehyde 1.55 g, 7.95 mmol) in ethanol (15 mL) at 0° C. was added sodium borohydride (2.22 g, 58.7 mmol) and the reation stirred for 1 hour. The reaction was quenched with saturated aq. NH4Cl and extracted into diethyl ether. The organic extracts were washed with brine, dried, (Na2SO4) and evaporated in vacuo. The residue was purified by chromatography (Silica gel, 25% EtOAc in hexanes) to afford the title compound as a colourless oil.